From a dataset of the Open Reaction Database (ORD), a public repository of structured organic reaction records. describe an organic reaction: reactants, conditions, products, and yield The solvent is CO (methanol). Reactants: C(C)(C)(C)OC(=O)C1(CCOCC1)S(=O)(=O)N1CCC(CC1)=O (4-(4-oxo-piperidine-1-sulfonyl)-tetrahydro-pyran-4-carboxylic acid tert-butyl ester), [BH4-].[Na+] (Sodium borohydride). Yields the product C(C)(C)(C)OC(=O)C1(CCOCC1)S(=O)(=O)N1CCC(CC1)O (4-(4-hydroxy-piperidine-1-sulfonyl)-tetrahydro-pyran-4-carboxylic acid tert-butyl ester). As a reaction SMILES: [C:1]([O:5][C:6]([C:8]1([S:14]([N:17]2[CH2:22][CH2:21][C:20](=[O:23])[CH2:19][CH2:18]2)(=[O:16])=[O:15])[CH2:13][CH2:12][O:11][CH2:10][CH2:9]1)=[O:7])([CH3:4])([CH3:3])[CH3:2].[BH4-].[Na+]>CO>[C:1]([O:5][C:6]([C:8]1([S:14]([N:17]2[CH2:22][CH2:21][CH:20]([OH:23])[CH2:19][CH2:18]2)(=[O:16])=[O:15])[CH2:13][CH2:12][O:11][CH2:10][CH2:9]1)=[O:7])([CH3:4])([CH3:2])[CH3:3] |f:1.2|. Isolated yield 99.0%. Procedure: A 250 mL round-bottom flask was charged with 4-(4-oxo-piperidine-1-sulfonyl)-tetrahydro-pyran-4-carboxylic acid tert-butyl ester (10 g, 29 mmol) and methanol (100 mL). The resulting slurry was rapidly stirred with an overhead-stirring paddle, and the flask was immersed into an ice bath. Sodium borohydride (1.09 g, 29 mmol) was added in three portions over 15 min. After complete addition, the homogeneous mixture was warmed to room temperature and stirred for 30 min. The flask was again immersed i... Starting materials: O=C([O-])[O-], CC1(C)OB(c2ccc3c(c2)CC(C(=O)O)O3)OC1(C)C, COCCOC, COc1nc(Cl)cc(NCCc2ccc(OC(F)(F)F)cc2)n1, [Cs+], [Cs+], O, c1ccc(P(c2ccccc2)(c2ccccc2)[Pd](P(c2ccccc2)(c2ccccc2)c2ccccc2)(P(c2ccccc2)(c2ccccc2)c2ccccc2)P(c2ccccc2)(c2ccccc2)c2ccccc2)cc1. Product: Cl, COc1nc(NCCc2ccc(OC(F)(F)F)cc2)cc(-c2ccc3c(c2)CC(C(=O)O)O3)n1. As a reaction SMILES: [C:45](=[O:46])([O-:47])[O-:48].[CH3:24][C:25]1([CH3:26])[C:27]([CH3:28])([CH3:29])[O:30][B:31]([c:32]2[cH:33][cH:34][c:35]3[c:36]([cH:43]2)[CH2:37][CH:38]([C:40](=[O:41])[OH:42])[O:39]3)[O:44]1.[CH3:52][O:53][CH2:54][CH2:55][O:56][CH3:57].[Cl:1][c:2]1[cH:3][c:4]([NH:10][CH2:11][CH2:12][c:13]2[cH:14][cH:15][c:16]([O:19][C:20]([F:21])([F:22])[F:23])[cH:17][cH:18]2)[n:5][c:6]([O:8][CH3:9])[n:7]1.[Cs+:49].[Cs+:50].[OH2:51].[cH:58]1[cH:59][cH:60][c:61]([P:62]([Pd:63]([P:64]([c:65]2[cH:66][cH:67][cH:68][cH:69][cH:70]2)([c:71]2[cH:72][cH:73][cH:74][cH:75][cH:76]2)[c:77]2[cH:78][cH:79][cH:80][cH:81][cH:82]2)([P:83]([c:84]2[cH:85][cH:86][cH:87][cH:88][cH:89]2)([c:90]2[cH:91][cH:92][cH:93][cH:94][cH:95]2)[c:96]2[cH:97][cH:98][cH:99][cH:100][cH:101]2)[P:102]([c:103]2[cH:104][cH:105][cH:106][cH:107][cH:108]2)([c:109]2[cH:110][cH:111][cH:112][cH:113][cH:114]2)[c:115]2[cH:116][cH:117][cH:118][cH:119][cH:120]2)([c:121]2[cH:122][cH:123][cH:124][cH:125][cH:126]2)[c:127]2[cH:128][cH:129][cH:130][cH:131][cH:132]2)[cH:133][cH:134]1>>[ClH:1].[c:2]1(-[c:32]2[cH:33][cH:34][c:35]3[c:36]([cH:43]2)[CH2:37][CH:38]([C:40](=[O:41])[OH:42])[O:39]3)[cH:3][c:4]([NH:10][CH2:11][CH2:12][c:13]2[cH:14][cH:15][c:16]([O:19][C:20]([F:21])([F:22])[F:23])[cH:17][cH:18]2)[n:5][c:6]([O:8][CH3:9])[n:7]1. Reactants: C[C@@H]1N[C@@H](CNC1)C ((cis)-2,6-dimethylpiperazine), C([O-])(O)=O.[Na+] (sodium bicarbonate), C(C1=CC=CC=C1)Br (benzyl bromide). Run in C1CCOC1 (THF). Product: C(C1=CC=CC=C1)N1C[C@H](N[C@H](C1)C)C (1-N-benzyl-(cis)-3,5-dimethylpiperazine). Isolated yield 51.8%. Reaction SMILES: [CH3:1][C@H:2]1[CH2:7][NH:6][CH2:5][C@@H:4]([CH3:8])[NH:3]1.C(=O)(O)[O-].[Na+].[CH2:14](Br)[C:15]1[CH:20]=[CH:19][CH:18]=[CH:17][CH:16]=1>C1COCC1>[CH2:14]([N:6]1[CH2:5][C@H:4]([CH3:8])[NH:3][C@H:2]([CH3:1])[CH2:7]1)[C:15]1[CH:20]=[CH:19][CH:18]=[CH:17][CH:16]=1 |f:1.2|. Procedure: To a solution of (cis)-2,6-dimethylpiperazine (900 mg, 8.49 mmol) and sodium bicarbonate (0.2 ml of saturated solution) in THF (5 ml) was added benzyl bromide (1.02 ml, 8.49 mmol). The mixture was exposed to microwave irradiation at 80° C. for 15 minutes. The solvent was removed in vacuo and the residue was washed with sodium bicarbonate solution and extracted with dichloromethane. The residue was purified by flash chromatography eluting with 5-10% (v/v) methanol in dichloro-methane to afford 1-... Reactants: O.[OH-].[Li+] (lithium hydroxide monohydrate), CO (methanol), solid, O.[OH-].[Li+] (lithium hydroxide monohydrate), O[C@@H]([C@H](C(=O)OC)CC1CCC(CC1)C1=CC=CC=C1)C (methyl (2R,3R)-3-hydroxy-2-(4-phenylcyclohexylmethyl)butanoate), O.[OH-].[Li+] (lithium hydroxide monohydrate). Run in O (water), C1CCOC1 (THF), O (water). Run at temperature 25 celsius, time 18 hour. Product: O[C@@H]([C@H](C(=O)O)CC1CCC(CC1)C1=CC=CC=C1)C ((2R,3R)-3-hydroxy-2-(4-phenylcyclohexylmethyl)butanoic acid). Yield: 88.6%. Reaction SMILES: [OH:1][C@H:2]([CH3:21])[C@@H:3]([CH2:8][CH:9]1[CH2:14][CH2:13][CH:12]([C:15]2[CH:20]=[CH:19][CH:18]=[CH:17][CH:16]=2)[CH2:11][CH2:10]1)[C:4]([O:6]C)=[O:5].O.[OH-].[Li+].CO>C1COCC1.O>[OH:1][C@H:2]([CH3:21])[C@@H:3]([CH2:8][CH:9]1[CH2:10][CH2:11][CH:12]([C:15]2[CH:20]=[CH:19][CH:18]=[CH:17][CH:16]=2)[CH2:13][CH2:14]1)[C:4]([OH:6])=[O:5] |f:1.2.3|. Reported procedure: A mixture of methyl (2R,3R)-3-hydroxy-2-(4-phenylcyclohexylmethyl)butanoate (4.17 g, 0.014 mol) and lithium hydroxide monohydrate (0.59 g, 0.014 mol) is stirred at 25° C. in a mixture of THF (30 mL), methanol (15 mL) and water (15 mL) for 72 h. The reaction is not complete and an additional 0.88 g (0.021 mol) of lithium hydroxide monohydrate in water (10 mL) is added. After 6 h an additional 0.59 g (0.014 mol) of solid lithium hydroxide monohydrate and the mixture is stirred at 25° C. for 18 h. ... Product: CCCCC12Cc3cc(O)ccc3C1=C(C)C(=O)C(I)C2. RXN SMILES: [CH2:1]([CH2:2][CH2:3][CH3:4])[C:5]12[CH2:6][c:7]3[cH:8][c:9]([O:21][CH2:22][O:23][CH3:24])[cH:10][cH:11][c:12]3[C:13]1=[C:14]([CH3:20])[C:15](=[O:19])[CH:16]([I:18])[CH2:17]2.[CH3:31][OH:32].[CH3:33][CH2:34][O:35][C:36]([CH3:37])=[O:38].[ClH:25].[Na+:30].[O-:26][C:27]([OH:28])=[O:29]>>[CH2:1]([CH2:2][CH2:3][CH3:4])[C:5]12[CH2:6][c:7]3[cH:8][c:9]([OH:21])[cH:10][cH:11][c:12]3[C:13]1=[C:14]([CH3:20])[C:15](=[O:19])[CH:16]([I:18])[CH2:17]2. Reactants: CCCCC12Cc3cc(OCOC)ccc3C1=C(C)C(=O)C(I)C2, CO, CCOC(C)=O, Cl, [Na+], O=C([O-])O. The reactants are C(C)(=O)O[BH-](OC(C)=O)OC(C)=O.[Na+] (sodium triacetoxyborohydride), O (water), residue, C(C)(C)(C)OC(=O)N1C(C(C1)C)(C(=O)OC(C)(C)C)CC=O (3-methyl-2-(2-oxoethyl)azetidine-1,2-dicarboxylic acid di-tert-butyl ester), C(C1=CC=CC=C1)N (benzylamine). Run in O1CCCC1 (tetrahydrofuran). Reaction conditions: temperature 0 celsius, time 2 hour. The product is C(C)(C)(C)OC(=O)N1C(C(C1)C)(C(=O)OC(C)(C)C)CCNCC1=CC=CC=C1 (2-(2-benzylaminoethyl)-3-methylazetidine-1,2-dicarboxylic acid di-tert-butyl ester). Reaction SMILES: [C:1]([O:5][C:6]([N:8]1[CH2:11][CH:10]([CH3:12])[C:9]1([CH2:20][CH:21]=O)[C:13]([O:15][C:16]([CH3:19])([CH3:18])[CH3:17])=[O:14])=[O:7])([CH3:4])([CH3:3])[CH3:2].[CH2:23]([NH2:30])[C:24]1[CH:29]=[CH:28][CH:27]=[CH:26][CH:25]=1.C(O[BH-](OC(=O)C)OC(=O)C)(=O)C.[Na+].O>O1CCCC1>[C:1]([O:5][C:6]([N:8]1[CH2:11][CH:10]([CH3:12])[C:9]1([CH2:20][CH2:21][NH:30][CH2:23][C:24]1[CH:29]=[CH:28][CH:27]=[CH:26][CH:25]=1)[C:13]([O:15][C:16]([CH3:17])([CH3:18])[CH3:19])=[O:14])=[O:7])([CH3:2])([CH3:3])[CH3:4] |f:2.3|. Procedure: To a solution of the residue (95.0 g) obtained in (7) in tetrahydrofuran (300 ml) was added benzylamine (34 ml) at room temperature, and the mixture was stirred for 2 hours. The mixture was cooled to 0° C. Then, thereto was added sodium triacetoxyborohydride (83.3 g), and the mixture was stirred at room temperature for 1.5 hours. To the reaction mixture was added water (300 ml), and the mixture was extracted with n-hexane/ethyl acetate (1/3, 600 ml). The separated organic layer was washed with w... Starting materials: [BH4-], NCc1ccco1, CO, CN1C(=O)C(c2ccc(OC(F)F)cc2)(c2cccc(C=O)c2)N=C1N, [Na+], [Na+], [OH-]. RXN SMILES: [BH4-:34].[CH2:27]([c:28]1[cH:29][cH:30][cH:31][o:32]1)[NH2:33].[CH3:38][OH:39].[NH2:1][C:2]1=[N:6][C:5]([c:7]2[cH:8][cH:9][c:10]([O:13][CH:14]([F:15])[F:16])[cH:11][cH:12]2)([c:17]2[cH:18][c:19]([CH:20]=[O:21])[cH:22][cH:23][cH:24]2)[C:4](=[O:25])[N:3]1[CH3:26].[Na+:35].[Na+:37].[OH-:36]>>[NH2:1][C:2]1=[N:6][C:5]([c:7]2[cH:8][cH:9][c:10]([O:13][CH:14]([F:15])[F:16])[cH:11][cH:12]2)([c:17]2[cH:18][c:19]([CH2:20][NH:33][CH2:27][c:28]3[cH:29][cH:30][cH:31][o:32]3)[cH:22][cH:23][cH:24]2)[C:4](=[O:25])[N:3]1[CH3:26]. Yields the product CN1C(=O)C(c2ccc(OC(F)F)cc2)(c2cccc(CNCc3ccco3)c2)N=C1N.